This data is from the Open Reaction Database (ORD), a public repository of structured organic reaction records. The task is: describe an organic reaction: reactants, conditions, products, and yield Starting materials: CC(=O)O, CCOC(C)=O, CC=Cc1cccc(Oc2ccccc2C)c1OC, O=[O+][O-]. Yields the product COc1c(C=O)cccc1Oc1ccccc1C. As a reaction SMILES: [CH3:23][C:24]([OH:25])=[O:26].[CH3:27][CH2:28][O:29][C:30](=[O:31])[CH3:32].[CH3:4][O:5][c:6]1[c:7]([O:15][c:16]2[c:17]([CH3:22])[cH:18][cH:19][cH:20][cH:21]2)[cH:8][cH:9][cH:10][c:11]1[CH:12]=[CH:13][CH3:14].[O-:1][O+:2]=[O:3]>>[CH3:4][O:5][c:6]1[c:7]([O:15][c:16]2[c:17]([CH3:22])[cH:18][cH:19][cH:20][cH:21]2)[cH:8][cH:9][cH:10][c:11]1[CH:12]=[O:25]. Starting materials: compound 28, NC1=C(OCCCC(=O)OCC)C=CC=C1 (ethyl 4-(2-aminophenoxy)butyrate), C(C1=CC=CC=C1)N1C=CC2=CC(=CC=C12)C=C(C(=O)O)C (3-(1-benzylindol-5-yl)methacrylic acid). Yields the product C(C1=CC=CC=C1)N1C=CC2=CC(=CC=C12)C=C(C(=O)NC1=C(OCCCC(=O)O)C=CC=C1)C (4-{2-[3-(1-benzylindol-5-yl)methacryloylamino]phenoxy}butyric acid). RXN SMILES: [NH2:1][C:2]1[CH:16]=[CH:15][CH:14]=[CH:13][C:3]=1[O:4][CH2:5][CH2:6][CH2:7][C:8]([O:10]CC)=[O:9].[CH2:17]([N:24]1[C:32]2[C:27](=[CH:28][C:29]([CH:33]=[C:34]([CH3:38])[C:35](O)=[O:36])=[CH:30][CH:31]=2)[CH:26]=[CH:25]1)[C:18]1[CH:23]=[CH:22][CH:21]=[CH:20][CH:19]=1>>[CH2:17]([N:24]1[C:32]2[C:27](=[CH:28][C:29]([CH:33]=[C:34]([CH3:38])[C:35]([NH:1][C:2]3[CH:16]=[CH:15][CH:14]=[CH:13][C:3]=3[O:4][CH2:5][CH2:6][CH2:7][C:8]([OH:10])=[O:9])=[O:36])=[CH:30][CH:31]=2)[CH:26]=[CH:25]1)[C:18]1[CH:19]=[CH:20][CH:21]=[CH:22][CH:23]=1. Procedure details: 0.67 g of compound 28 was obtained in a similar manner to those described in the Examples 1 and 2 using 1.69 g of ethyl 4-(2-aminophenoxy)butyrate and 1.10 g of 3-(1-benzylindol-5-yl)methacrylic acid obtained according to the procedures described in the Reference Examples 1-4. Reaction conditions: time 10 minute. Solvent: C(Cl)(Cl)(Cl)Cl (CCl4). As a reaction SMILES: [Br:1]N1C(=O)CCC1=O.[O:9]([C:17]1[CH:18]=[C:19]([CH:23]=[CH:24][C:25]=1[CH3:26])[C:20]([NH2:22])=[O:21])[Si:10]([C:13]([CH3:16])([CH3:15])[CH3:14])([CH3:12])[CH3:11]>C(Cl)(Cl)(Cl)Cl>[O:9]([C:17]1[CH:18]=[C:19]([CH:23]=[CH:24][C:25]=1[CH2:26][Br:1])[C:20]([NH2:22])=[O:21])[Si:10]([C:13]([CH3:16])([CH3:15])[CH3:14])([CH3:11])[CH3:12]. Yields the product O([Si](C)(C)C(C)(C)C)C=1C=C(C(=O)N)C=CC1CBr (3-t-Butyldimethylsiloxy-4-bromomethylbenzamide). Starting materials: BrN1C(CCC1=O)=O (N-Bromosuccinimide), O([Si](C)(C)C(C)(C)C)C=1C=C(C(=O)N)C=CC1C (3-t-butyldimethylsiloxy-4-methyl benzamide), O([Si](C)(C)C(C)(C)C)C=1C=C(C(=O)N)C=CC1C (3-t-butyldimethylsiloxy-4-methyl benzamide). The yield is 81.7%. Procedure: N-Bromosuccinimide (NBS) (0.507 g, 2.85 mmol) was added to a solution of 3-t-butyldimethylsiloxy-4-methyl benzamide (Compound 7.1) in 30 mL CCl4. The mixture was irradiated with a 275 W sunlamp (Sears, #34-7105) at 60° C. Each irradiation took 10 minutes followed by 10 minutes to let the lamp cool down. It took 2 hours of irradiation over a period of 4 hours to complete the reaction. After the solvent was removed at reduced pressure, the residue was subjected to flash silica gel chromatography t... Reactants: C(C)(C)(C)C1=CC(=NO1)NC(=O)[C@H]1N(CCCC1)C(=O)N1CCNCC1 ((S)-1-(piperazine-1-carbonyl)-piperidine-2-carboxylic acid (5-tert-butyl-isoxazol-3-yl)-amide), C(CC)(=O)Cl (propionyl chloride), C(C)(C)N(C(C)C)CC (N,N-diisopropylethylamine). Run in C(C)(=O)OCC (ethyl acetate), O (water), C1CCOC1 (THF). Run at time 18 hour. Yields the product C(C)(C)(C)C1=CC(=NO1)NC(=O)[C@H]1N(CCCC1)C(=O)N1CCN(CC1)C(CC)=O ((S)-1-(4-Propionyl-piperazine-1-carbonyl)-piperidine-2-carboxylic acid (5-tert-butyl-isoxazol-3-yl)-amide). RXN SMILES: [C:1]([C:5]1[O:9][N:8]=[C:7]([NH:10][C:11]([C@@H:13]2[CH2:18][CH2:17][CH2:16][CH2:15][N:14]2[C:19]([N:21]2[CH2:26][CH2:25][NH:24][CH2:23][CH2:22]2)=[O:20])=[O:12])[CH:6]=1)([CH3:4])([CH3:3])[CH3:2].[C:27](Cl)(=[O:30])[CH2:28][CH3:29].C(N(CC)C(C)C)(C)C>C1COCC1.C(OCC)(=O)C.O>[C:1]([C:5]1[O:9][N:8]=[C:7]([NH:10][C:11]([C@@H:13]2[CH2:18][CH2:17][CH2:16][CH2:15][N:14]2[C:19]([N:21]2[CH2:26][CH2:25][N:24]([C:27](=[O:30])[CH2:28][CH3:29])[CH2:23][CH2:22]2)=[O:20])=[O:12])[CH:6]=1)([CH3:4])([CH3:2])[CH3:3]. Reported procedure: To a solution of (S)-1-(piperazine-1-carbonyl)-piperidine-2-carboxylic acid (5-tert-butyl-isoxazol-3-yl)-amide (60 mg; 0.165 mmol) in THF (1 mL) is added propionyl chloride (0.015 mL; 0.17 mmol), followed by N,N-diisopropylethylamine (0.03 mL; 0.17 mmol). The mixture is stirred at room temperature for 18 hours. The mixture is diluted with ethyl acetate and water. The layers are separated and the organic layer is concentrated in vacuo. Purification by flash chromatography on silica gel using ethy... Reactants: ice, O-Benzotriazol-1-yl-N,N,N′N′-tetramethyluronium tetrafluoroborate, C(C)(C)N(CC)C(C)C (diisopropylethylamine), FC1=C(C=C(C=C1)CC1=NNC(C2=CC=CC=C12)=O)NC(=O)CC(C(=O)O)CC=CCCCCC (2-{[2-fluoro-5-(4-oxo-3,4-dihydrophthalazin-1-ylmethyl)phenylcarbamoyl]methyl}-dec-4-enoic acid). The solvent is CN(C=O)C (dimethylformamide). Conditions: time 48 hour. Yields the product FC1=C(C=C(C=C1)CC1=NNC(C2=CC=CC=C12)=O)N1C(C(CC1=O)CC=CCCCCC)=O (1-[2-fluoro-5-(4-oxo-3,4-dihydrophthalazin-1-ylmethyl)phenyl]-3-oct-2-enylpyrrolidine-2,5-dione). Isolated yield 45.8%. RXN SMILES: C(N(C(C)C)CC)(C)C.[F:10][C:11]1[CH:16]=[CH:15][C:14]([CH2:17][C:18]2[C:27]3[C:22](=[CH:23][CH:24]=[CH:25][CH:26]=3)[C:21](=[O:28])[NH:20][N:19]=2)=[CH:13][C:12]=1[NH:29][C:30]([CH2:32][CH:33]([CH2:37][CH:38]=[CH:39][CH2:40][CH2:41][CH2:42][CH2:43][CH3:44])[C:34](O)=[O:35])=[O:31]>CN(C)C=O>[F:10][C:11]1[CH:16]=[CH:15][C:14]([CH2:17][C:18]2[C:27]3[C:22](=[CH:23][CH:24]=[CH:25][CH:26]=3)[C:21](=[O:28])[NH:20][N:19]=2)=[CH:13][C:12]=1[N:29]1[C:30](=[O:31])[CH2:32][CH:33]([CH2:37][CH:38]=[CH:39][CH2:40][CH2:41][CH2:42][CH2:43][CH3:44])[C:34]1=[O:35]. Procedure details: O-Benzotriazol-1-yl-N,N,N′N′-tetramethyluronium tetrafluoroborate (0.107 g, 0.33 mmol) and diisopropylethylamine (0.098 ml, 0.56 mmol) were added sequentially at ambient temperature to a stirred solution of 2-{[2-fluoro-5-(4-oxo-3,4-dihydrophthalazin-1-ylmethyl)phenylcarbamoyl]methyl}-dec-4-enoic acid (0.123 g, 0.26 mmol) in dimethylformamide (2 ml), the mixture was stirred at ambient temperature for 48 hours, then it was added dropwise to ice-cold water (10 ml). The product was extracted into e... Starting materials: CC(C)(C)c1ccc(N2C(=O)N(Cc3ccnc(Cl)c3)C(C)(C)C2=O)cc1, O=C([O-])[O-], CC(=O)[O-], CC(=O)[O-], [Cs+], [Cs+], Nc1cccc(CCN2CCCC2)c1, C1COCCO1, [Pd+2]. Yields the product CC(C)(C)c1ccc(N2C(=O)N(Cc3ccnc(Nc4cccc(CCN5CCCC5)c4)c3)C(C)(C)C2=O)cc1. Reaction SMILES: [C:1]([CH3:2])([CH3:3])([CH3:4])[c:5]1[cH:6][cH:7][c:8]([N:11]2[C:12](=[O:27])[N:13]([CH2:19][c:20]3[cH:21][c:22]([Cl:26])[n:23][cH:24][cH:25]3)[C:14]([CH3:17])([CH3:18])[C:15]2=[O:16])[cH:9][cH:10]1.[C:42](=[O:43])([O-:44])[O-:45].[C:54]([O-:55])(=[O:56])[CH3:57].[C:58]([O-:59])(=[O:60])[CH3:61].[Cs+:46].[Cs+:47].[N:28]1([CH2:33][CH2:34][c:35]2[cH:36][c:37]([NH2:38])[cH:39][cH:40][cH:41]2)[CH2:29][CH2:30][CH2:31][CH2:32]1.[O:48]1[CH2:49][CH2:50][O:51][CH2:52][CH2:53]1.[Pd+2:62]>>[C:1]([CH3:2])([CH3:3])([CH3:4])[c:5]1[cH:6][cH:7][c:8]([N:11]2[C:12](=[O:27])[N:13]([CH2:19][c:20]3[cH:21][c:22]([NH:38][c:37]4[cH:36][c:35]([CH2:34][CH2:33][N:28]5[CH2:29][CH2:30][CH2:31][CH2:32]5)[cH:41][cH:40][cH:39]4)[n:23][cH:24][cH:25]3)[C:14]([CH3:17])([CH3:18])[C:15]2=[O:16])[cH:9][cH:10]1. Starting materials: O=C([O-])O, COC(=O)c1ccc(CCC(=O)O)[nH]1, ClCCCl, [Na+], O. Yields the product COC(=O)c1cc2c([nH]1)CCC2=O. As a reaction SMILES: [C:16](=[O:17])([OH:18])[O-:19].[CH3:1][O:2][C:3](=[O:4])[c:5]1[cH:6][cH:7][c:8]([CH2:10][CH2:11][C:12](=[O:13])[OH:14])[nH:9]1.[Cl:21][CH2:22][CH2:23][Cl:24].[Na+:20].[OH2:15]>>[CH3:1][O:2][C:3](=[O:4])[c:5]1[cH:6][c:7]2[c:8]([nH:9]1)[CH2:10][CH2:11][C:12]2=[O:14].